Dataset: the Open Reaction Database (ORD), a public repository of structured organic reaction records. Task: describe an organic reaction: reactants, conditions, products, and yield The reactants are C(C1=CC=CC=C1)N1[C@H](CN(CC1)CC1=CC=CC=C1)CCO ((S)-2-(1,4-dibenzylpiperazin-2-yl)ethanol), C(=O)[O-].[NH4+] (ammonium formate). Reagents/catalysts: [Pd] (palladium on carbon). Run in C(C)O (ethanol), C(C)O (ethanol). Yields the product N1[C@H](CNCC1)CCO ((S)-2-piperazin-2-yl-ethanol). Yield: 101.1%. RXN SMILES: C([N:8]1[CH2:13][CH2:12][N:11](CC2C=CC=CC=2)[CH2:10][C@@H:9]1[CH2:21][CH2:22][OH:23])C1C=CC=CC=1.C([O-])=O.[NH4+]>C(O)C.[Pd]>[NH:8]1[CH2:13][CH2:12][NH:11][CH2:10][C@@H:9]1[CH2:21][CH2:22][OH:23] |f:1.2|. Procedure details: Dissolve (S)-2-(1,4-dibenzylpiperazin-2-yl)ethanol (11.7 g, 0.038 mol) in 380 mL of ethanol, add 10% palladium on carbon (3.7 g of wet reagent, 50% by weight) as a suspension in a few mL of ethanol. Add excess ammonium formate (16.8 g, 0.27 mol) all at once. Heat at reflux for 5 h, cool to room temperature and filter through a celite pad, washing well with ethanol. Concentrate filtrate in vacuo to provide the title compound (5 g, quantitative) as a cloudy residue. Use directly on the next step w...